The task is: describe an organic reaction: reactants, conditions, products, and yield. This data is from the Open Reaction Database (ORD), a public repository of structured organic reaction records. The reactants are CC(C)(C)[O-], CC(C)=O, CCOC(C)=O, CN(C)CCO, Cl, [K+], O, c1ccc2c(C3CO3)cccc2c1. Product: CN(C)CCOCC(O)c1cccc2ccccc12, Cl. RXN SMILES: [CH3:1][C:2]([CH3:3])([O-:4])[CH3:5].[CH3:27][C:28](=[O:29])[CH3:30].[CH3:32][CH2:33][O:34][C:35](=[O:36])[CH3:37].[CH3:7][N:8]([CH3:9])[CH2:10][CH2:11][OH:12].[ClH:26].[K+:6].[OH2:31].[c:13]1([CH:23]2[O:24][CH2:25]2)[cH:14][cH:15][cH:16][c:17]2[cH:18][cH:19][cH:20][cH:21][c:22]12>>[CH3:7][N:8]([CH3:9])[CH2:10][CH2:11][O:12][CH2:25][CH:23]([c:13]1[cH:14][cH:15][cH:16][c:17]2[cH:18][cH:19][cH:20][cH:21][c:22]12)[OH:24].[ClH:26]. Reactants: CCO, COC1CN(Cc2ccccc2)CCC1C, Cl, Cl. The product is COC1CNCCC1C, Cl. As a reaction SMILES: [CH3:18][CH2:19][OH:20].[CH3:2][O:3][CH:4]1[CH2:5][N:6]([CH2:11][c:12]2[cH:13][cH:14][cH:15][cH:16][cH:17]2)[CH2:7][CH2:8][CH:9]1[CH3:10].[ClH:1].[ClH:21]>>[CH3:2][O:3][CH:4]1[CH2:5][NH:6][CH2:7][CH2:8][CH:9]1[CH3:10].[ClH:1]. Reactants: NC1=CC=C(C=N1)N1CCN(CC1)C(=O)OC(C)(C)C (tert-Butyl 4-(6-Aminopyridin-3-yl)piperazine-1-carboxylate), C[C@H]1N(C[C@@H](N(C1)C=1C=NC(=CC1)[N+](=O)[O-])C)C(=O)OC(C)(C)C ((2R,5S)-tert-Butyl 2,5-Dimethyl-4-(6-nitropyridin-3-yl)piperazine-1-carboxylate). The product is NC1=CC=C(C=N1)N1C[C@H](N(C[C@@H]1C)C(=O)OC(C)(C)C)C ((2R,5S)-tert-Butyl 4-(6-Aminopyridin-3-yl)-2,5-dimethylpiperazine-1-carboxylate). Yield: 82.7%. RXN SMILES: NC1N=CC(N2CCN(C(OC(C)(C)C)=O)CC2)=CC=1.[CH3:21][C@@H:22]1[CH2:27][N:26]([C:28]2[CH:29]=[N:30][C:31]([N+:34]([O-])=O)=[CH:32][CH:33]=2)[C@@H:25]([CH3:37])[CH2:24][N:23]1[C:38]([O:40][C:41]([CH3:44])([CH3:43])[CH3:42])=[O:39]>>[NH2:34][C:31]1[N:30]=[CH:29][C:28]([N:26]2[C@@H:25]([CH3:37])[CH2:24][N:23]([C:38]([O:40][C:41]([CH3:42])([CH3:44])[CH3:43])=[O:39])[C@H:22]([CH3:21])[CH2:27]2)=[CH:33][CH:32]=1. Procedure details: Following the procedures as described for compound 101h, reaction of 122a (1.5 g, 4.46 mmol) afforded 122b as a yellow solid (1130 mg, 83%). LCMS: [M+H]+ 307 Reactants: CN(C=C1SC(=S)N(Cc2ccccc2)C1=O)c1ccccc1, CC#N, CCNc1ccc(C(C)=O)cc1N, CN(C)C=O, COS(=O)(=O)c1ccc(C)cc1. The product is CCNc1ccc(C(C)=O)cc1N=C1SC(=CN(C)c2ccccc2)C(=O)N1Cc1ccccc1. As a reaction SMILES: [CH2:1]([c:2]1[cH:3][cH:4][cH:5][cH:6][cH:7]1)[N:8]1[C:9](=[S:23])[S:10][C:11](=[CH:14][N:15]([CH3:16])[c:17]2[cH:18][cH:19][cH:20][cH:21][cH:22]2)[C:12]1=[O:13].[CH3:54][C:55]#[N:56].[NH2:36][c:37]1[cH:38][c:39]([C:46]([CH3:47])=[O:48])[cH:40][cH:41][c:42]1[NH:43][CH2:44][CH3:45].[O:49]=[CH:50][N:51]([CH3:52])[CH3:53].[c:24]1([CH3:25])[cH:26][cH:27][c:28]([S:29]([O:30][CH3:31])(=[O:32])=[O:33])[cH:34][cH:35]1>>[CH2:1]([c:2]1[cH:3][cH:4][cH:5][cH:6][cH:7]1)[N:8]1[C:9](=[N:36][c:37]2[cH:38][c:39]([C:46]([CH3:47])=[O:48])[cH:40][cH:41][c:42]2[NH:43][CH2:44][CH3:45])[S:10][C:11](=[CH:14][N:15]([CH3:16])[c:17]2[cH:18][cH:19][cH:20][cH:21][cH:22]2)[C:12]1=[O:13]. Starting materials: COc1ccc2c(c1)CCC(=O)N2, [H-], CC(C)I, [Na+], CN(C)C=O, O. The product is COc1ccc2c(c1)CCC(=O)N2C(C)C. As a reaction SMILES: [CH3:1][O:2][c:3]1[cH:4][c:5]2[c:10]([cH:11][cH:12]1)[NH:9][C:8](=[O:13])[CH2:7][CH2:6]2.[H-:19].[I:14][CH:15]([CH3:16])[CH3:17].[Na+:18].[O:20]=[CH:21][N:22]([CH3:23])[CH3:24].[OH2:25]>>[CH3:1][O:2][c:3]1[cH:4][c:5]2[c:10]([cH:11][cH:12]1)[N:9]([CH:15]([CH3:16])[CH3:17])[C:8](=[O:13])[CH2:7][CH2:6]2. Reaction SMILES: [CH3:17][S:18]([CH3:19])=[O:20].[NH2:1][C:2]([NH2:3])=[NH:4].[s:5]1[c:6]([C:14](=[O:15])[Cl:16])[cH:7][c:8]2[c:9]1[cH:10][cH:11][cH:12][cH:13]2>>[ClH:16].[NH2:1][C:2](=[NH:3])[NH:4][C:14]([c:6]1[s:5][c:9]2[c:8]([cH:7]1)[cH:13][cH:12][cH:11][cH:10]2)=[O:15]. The product is Cl, N=C(N)NC(=O)c1cc2ccccc2s1. Starting materials: CS(C)=O, N=C(N)N, O=C(Cl)c1cc2ccccc2s1. Starting materials: Cl, CS(=O)(=O)c1ccc(F)c([N+](=O)[O-])c1, NCC1(O)CCCC1. Product: CS(=O)(=O)c1ccc(NCC2(O)CCCC2)c([N+](=O)[O-])c1. RXN SMILES: [ClH:15].[F:1][c:2]1[c:3]([N+:12](=[O:13])[O-:14])[cH:4][c:5]([S:8](=[O:9])(=[O:10])[CH3:11])[cH:6][cH:7]1.[NH2:16][CH2:17][C:18]1([OH:23])[CH2:19][CH2:20][CH2:21][CH2:22]1>>[c:2]1([NH:16][CH2:17][C:18]2([OH:23])[CH2:19][CH2:20][CH2:21][CH2:22]2)[c:3]([N+:12](=[O:13])[O-:14])[cH:4][c:5]([S:8](=[O:9])(=[O:10])[CH3:11])[cH:6][cH:7]1. The reactants are ClC(C=1C=C2C=CC(NC2=CC1)=O)C1=CC(=CC=C1)C(F)(F)F ((±)-6-[chloro[3-(trifluoromethyl)phenyl]methyl]-2(1H)-quinolinone), N1N=CN=C1 (1,2,4-triazole), C([O-])([O-])=O.[K+].[K+] (potassium carbonate). The solvent is CC#N (CH3CN). Product: N1(N=CN=C1)C(C=1C=C2C=CC(NC2=CC1)=O)C1=CC(=CC=C1)C(F)(F)F ((±)-6-[1H-1,2,4-triazol-1-yl[3-(trifluoromethyl)phenyl]methyl]-2(1H)-quinolinone). The yield is 26.9%. RXN SMILES: Cl[CH:2]([C:14]1[CH:19]=[CH:18][CH:17]=[C:16]([C:20]([F:23])([F:22])[F:21])[CH:15]=1)[C:3]1[CH:4]=[C:5]2[C:10](=[CH:11][CH:12]=1)[NH:9][C:8](=[O:13])[CH:7]=[CH:6]2.[NH:24]1[CH:28]=[N:27][CH:26]=[N:25]1.C(=O)([O-])[O-].[K+].[K+]>CC#N>[N:24]1([CH:2]([C:14]2[CH:19]=[CH:18][CH:17]=[C:16]([C:20]([F:23])([F:22])[F:21])[CH:15]=2)[C:3]2[CH:4]=[C:5]3[C:10](=[CH:11][CH:12]=2)[NH:9][C:8](=[O:13])[CH:7]=[CH:6]3)[CH:28]=[N:27][CH:26]=[N:25]1 |f:2.3.4|. Reported procedure: A mixture of intermediate 30 (0.846 g), 1,2,4-triazole (0.346 g) and potassium carbonate (0.7 g) in CH3CN (30 ml) was stirred and refluxed for 2 hours. The solvent was evaporated and the residue was taken up in water and extracted with CH2Cl2. The organic layer was dried MgSO4, filtered and the solvent was evaporated. The residue was purified by column chromatography over silica gel (eluent: CH2Cl2 /CH3OH/NH4OH 98/2/0.1) and the solvent of the desired fraction was evaporated, yielding 0.25 g (27...